Dataset: the Open Reaction Database (ORD), a public repository of structured organic reaction records. Task: describe an organic reaction: reactants, conditions, products, and yield Reactants: ClC(Cl)(OC(OC(Cl)(Cl)Cl)=O)Cl (Triphosgene), N1(CCCCC1)C1CCNCC1 (4-piperidinopiperidine). Run in C(Cl)Cl (methylene chloride), C(Cl)Cl (methylene chloride). Conditions: time 1.5 hour. Product: N1(CCCCC1)C1CCN(CC1)C(=O)Cl ([1,4′]bipiperidinyl-1′-carbonyl chloride). Reaction SMILES: [Cl:1][C:2](Cl)([O:4]C(=O)OC(Cl)(Cl)Cl)Cl.[N:13]1([CH:19]2[CH2:24][CH2:23][NH:22][CH2:21][CH2:20]2)[CH2:18][CH2:17][CH2:16][CH2:15][CH2:14]1>C(Cl)Cl>[N:13]1([CH:19]2[CH2:24][CH2:23][N:22]([C:2]([Cl:1])=[O:4])[CH2:21][CH2:20]2)[CH2:18][CH2:17][CH2:16][CH2:15][CH2:14]1. Reported procedure: In a solution of Triphosgene (16.48 gm) in methylene chloride (200 ml) was added a solution of 4-piperidinopiperidine (20 g) in methylene chloride (200 ml) at 20-25° C. within 1-2 hours. Part of the methylene chloride was distilled off and acetonitrile was added. Further, methylene chloride and acetonitrile was distilled off completely until the temperature rises to 70° C. At room temperature fresh methylene chloride was added to the reaction mixture to make homogenous slurry followed by potassi...